Dataset: the Open Reaction Database (ORD), a public repository of structured organic reaction records. Task: describe an organic reaction: reactants, conditions, products, and yield Starting materials: BrC1=CC=CC2=C1N(C(=N2)C(C)NC(C)=O)C=2C=NC=C(C2)F (N-(1-(7-bromo-1-(5-fluoropyridin-3-yl)-1H-benzo[d]imidazol-2-yl)ethyl)acetamide), Cl (HCl). Conditions: time 6 hour. The product is BrC1=CC=CC2=C1N(C(=N2)C(C)N)C=2C=NC=C(C2)F (1-(7-bromo-1-(5-fluoropyridin-3-yl)-1H-benzo[d]imidazol-2-yl)ethanamine). RXN SMILES: [Br:1][C:2]1[C:7]2[N:8]([C:17]3[CH:18]=[N:19][CH:20]=[C:21]([F:23])[CH:22]=3)[C:9]([CH:11]([NH:13]C(=O)C)[CH3:12])=[N:10][C:6]=2[CH:5]=[CH:4][CH:3]=1.Cl>>[Br:1][C:2]1[C:7]2[N:8]([C:17]3[CH:18]=[N:19][CH:20]=[C:21]([F:23])[CH:22]=3)[C:9]([CH:11]([NH2:13])[CH3:12])=[N:10][C:6]=2[CH:5]=[CH:4][CH:3]=1. Procedure details: A solution of N-(1-(7-bromo-1-(5-fluoropyridin-3-yl)-1H-benzo[d]imidazol-2-yl)ethyl)acetamide (1.5652 g, 4.15 mmol) and 2N HCl (31.1 mL, 62.2 mmol) was heated at 100° C. After 6 h, the mixture was cooled to rt and partitioned between DCM (50 mL) and water (50 mL). The acidic aqueous mixture was washed with DCM (50 mL×4) to remove organic impurities and then basified to ˜pH 12 with 10N NaOH (6 mL) and extracted with DCM (50 mL×3). The combined organic layers were washed with water (100 mL×1), bri... The reactants are C[Si](C)(C)c1c(Br)cc(C(=O)O)c(F)c1F, CO, O=S(=O)(O)O. Product: COC(=O)c1cc(Br)c([Si](C)(C)C)c(F)c1F. Reaction SMILES: [Br:6][c:7]1[c:8]([Si:18]([CH3:19])([CH3:20])[CH3:21])[c:9]([F:17])[c:10]([F:16])[c:11]([C:12](=[O:13])[OH:14])[cH:15]1.[CH3:22][OH:23].[S:1](=[O:2])(=[O:3])([OH:4])[OH:5]>>[Br:6][c:7]1[c:8]([Si:18]([CH3:19])([CH3:20])[CH3:21])[c:9]([F:17])[c:10]([F:16])[c:11]([C:12](=[O:13])[O:14][CH3:22])[cH:15]1. Reactants: C(C(C)(C)C)(=O)OCCCN1C=CC2=CC(=CC(=C12)C(N)=O)C[C@@H](C)NCCOC1=C(C=CC=C1)OCC ((R)-3-[7-carbamoyl-5-[2-[[2-(2-ethoxyphenoxy)ethyl]amino]propyl]-1H-indol-1-yl]propyl pivalate), Cl (hydrochloric acid). The solvent is C(C)O (ethanol). Conditions: time 16 hour. Yields the product Cl.C(C(C)(C)C)(=O)OCCCN1C=CC2=CC(=CC(=C12)C(N)=O)C[C@@H](C)NCCOC1=C(C=CC=C1)OCC ((R)-3-[7-carbamoyl-5-[2-[[2-(2-ethoxyphenoxy)ethyl]amino]propyl]-1H-indol-1-yl]propyl pivalate hydrochloride). As a reaction SMILES: [C:1]([O:7][CH2:8][CH2:9][CH2:10][N:11]1[C:19]2[C:14](=[CH:15][C:16]([CH2:23][C@H:24]([NH:26][CH2:27][CH2:28][O:29][C:30]3[CH:35]=[CH:34][CH:33]=[CH:32][C:31]=3[O:36][CH2:37][CH3:38])[CH3:25])=[CH:17][C:18]=2[C:20](=[O:22])[NH2:21])[CH:13]=[CH:12]1)(=[O:6])[C:2]([CH3:5])([CH3:4])[CH3:3].[ClH:39]>C(O)C>[ClH:39].[C:1]([O:7][CH2:8][CH2:9][CH2:10][N:11]1[C:19]2[C:14](=[CH:15][C:16]([CH2:23][C@H:24]([NH:26][CH2:27][CH2:28][O:29][C:30]3[CH:35]=[CH:34][CH:33]=[CH:32][C:31]=3[O:36][CH2:37][CH3:38])[CH3:25])=[CH:17][C:18]=2[C:20](=[O:22])[NH2:21])[CH:13]=[CH:12]1)(=[O:6])[C:2]([CH3:4])([CH3:5])[CH3:3] |f:3.4|. Reported procedure: To a solution of (R)-3-[7-carbamoyl-5-[2-[[2-(2-ethoxyphenoxy)ethyl]amino]propyl]-1H-indol-1-yl]propyl pivalate (6.07 g) in ethanol (58 ml) was added dropwise 1N hydrochloric acid (11.6 ml) under ice-cooling with stirring, and the mixture was stirred for 15 minutes under the same condition. The reaction mixture was concentrated in vacua, and to the residue was added ethanol. After azeotropic removal of water, the residue was dissolved in ethanol (6 ml) and ethyl acetate (60 ml) was added to the ... The reactants are CCOC(=O)Cc1ccc(N2C(=O)c3c(c(OCC)c4ccccc4c3OCC)C2=O)c(F)c1, CC(=O)O, Cl. Yields the product CCOc1c2c(c(OCC)c3ccccc13)C(=O)N(c1ccc(CC(=O)O)cc1F)C2=O. As a reaction SMILES: [CH2:1]([CH3:2])[O:3][c:4]1[c:5]2[c:6]([c:7]([O:28][CH2:29][CH3:30])[c:8]3[c:12]1[C:11](=[O:13])[N:10]([c:14]1[c:15]([F:26])[cH:16][c:17]([CH2:20][C:21](=[O:22])[O:23][CH2:24][CH3:25])[cH:18][cH:19]1)[C:9]3=[O:27])[cH:31][cH:32][cH:33][cH:34]2.[CH3:36][C:37](=[O:38])[OH:39].[ClH:35]>>[CH2:1]([CH3:2])[O:3][c:4]1[c:5]2[c:6]([c:7]([O:28][CH2:29][CH3:30])[c:8]3[c:12]1[C:11](=[O:13])[N:10]([c:14]1[c:15]([F:26])[cH:16][c:17]([CH2:20][C:21](=[O:22])[OH:23])[cH:18][cH:19]1)[C:9]3=[O:27])[cH:31][cH:32][cH:33][cH:34]2. Starting materials: [OH-].[K+] (potassium hydroxide), C(C)(C)C1=NN2C(C=CC=C2)=C1 (2-isopropylpyrazolo[1,5-a]pyridine), C(C)OCC(C(=O)Cl)C (β-ethoxy-α-methylpropionic chloride), [Cl-].[Al+3].[Cl-].[Cl-] (Aluminum chloride). The solvent is C(=S)=S (carbon disulfide), O (water). Run at time 3 hour. Yields the product C(C)OCC(C(=O)C=1C(=NN2C1C=CC=C2)C(C)C)C (3-(β-ethoxy-α-methylpropionyl)-2-isopropylpyrazolo[1,5-a]pyridine). The yield is 32.0%. As a reaction SMILES: [CH:1]([C:4]1[CH:12]=[C:7]2[CH:8]=[CH:9][CH:10]=[CH:11][N:6]2[N:5]=1)([CH3:3])[CH3:2].[CH2:13]([O:15][CH2:16][CH:17]([CH3:21])[C:18](Cl)=[O:19])[CH3:14].[Cl-].[Al+3].[Cl-].[Cl-].[OH-].[K+]>C(=S)=S.O>[CH2:13]([O:15][CH2:16][CH:17]([CH3:21])[C:18]([C:12]1[C:4]([CH:1]([CH3:3])[CH3:2])=[N:5][N:6]2[CH:11]=[CH:10][CH:9]=[CH:8][C:7]=12)=[O:19])[CH3:14] |f:2.3.4.5,6.7|. Procedure: A mixture of 2-isopropylpyrazolo[1,5-a]pyridine and β-ethoxy-α-methylpropionic chloride was dissolved in carbon disulfide. Aluminum chloride was added at 0° to the resulting solution. The reaction mixture was stirred for 3 hr, and poured into water. The solution was made basic with potassium hydroxide solution and extracted with chloroform. The chloroform solution was washed with water, dried over sodium sulfate and concentrated. The residue was distilled, bp 171°-173° (4 mmHg). Yield 32%. The reactants are C(CCCCCCCCCCCCCCC)(=O)Cl (Palmitoyl chloride), N1N=CN=C1 (1,2,4-triazole). The solvent is C(Cl)Cl (methylene chloride), C(Cl)Cl (methylene chloride). Product: C(CCCCCCCCCCCCCCC)(=O)N1N=CN=C1 (1-palmitoyl-1,2,4-triazole). Reaction SMILES: [C:1](Cl)(=[O:17])[CH2:2][CH2:3][CH2:4][CH2:5][CH2:6][CH2:7][CH2:8][CH2:9][CH2:10][CH2:11][CH2:12][CH2:13][CH2:14][CH2:15][CH3:16].[NH:19]1[CH:23]=[N:22][CH:21]=[N:20]1>C(Cl)Cl>[C:1]([N:19]1[CH:23]=[N:22][CH:21]=[N:20]1)(=[O:17])[CH2:2][CH2:3][CH2:4][CH2:5][CH2:6][CH2:7][CH2:8][CH2:9][CH2:10][CH2:11][CH2:12][CH2:13][CH2:14][CH2:15][CH3:16]. Reported procedure: Palmitoyl chloride is dissolved in methylene chloride and added dropwise to a solution of 2 equivalents of 1,2,4-triazole in methylene chloride, the mixture is stirred for some hours at room temperature and filtered, and the filtrate is used directly in the reaction. The reactants are BrC1=CC2=C(C(=NC=3C=CNC(C23)=O)C(C)C)C=C1 (9-bromo-6-isopropylbenzo[c]-1,6-naphthyridin-1(2H)-one), CN1N=CC(=C1)B1OC(C(O1)(C)C)(C)C (1-methyl-4-(4,4,5,5-tetramethyl-1,3,2-dioxaborolan-2-yl)-1H-pyrazole), C([O-])([O-])=O.[Na+].[Na+] (sodium carbonate). The reagents and catalysts are C1=CC=C(C=C1)P([C-]2C=CC=C2)C3=CC=CC=C3.C1=CC=C(C=C1)P([C-]2C=CC=C2)C3=CC=CC=C3.Cl[Pd]Cl.[Fe+2].C(Cl)Cl (PdCl2(dppf) CH2Cl2). The solvent is CN(C)C=O (DMF). Reaction conditions: temperature 100 celsius. The product is C(C)(C)C1=NC=2C=CNC(C2C2=C1C=CC(=C2)C=2C=NN(C2)C)=O (6-isopropyl-9-(1-methyl-1H-pyrazol-4-yl)benzo[c]-1,6-naphthyridin-1(2H)-one). RXN SMILES: Br[C:2]1[CH:19]=[CH:18][C:5]2[C:6]([CH:15]([CH3:17])[CH3:16])=[N:7][C:8]3[CH:9]=[CH:10][NH:11][C:12](=[O:14])[C:13]=3[C:4]=2[CH:3]=1.[CH3:20][N:21]1[CH:25]=[C:24](B2OC(C)(C)C(C)(C)O2)[CH:23]=[N:22]1.C(=O)([O-])[O-].[Na+].[Na+]>C1C=CC(P(C2C=CC=CC=2)[C-]2C=CC=C2)=CC=1.C1C=CC(P(C2C=CC=CC=2)[C-]2C=CC=C2)=CC=1.Cl[Pd]Cl.[Fe+2].C(Cl)Cl.CN(C=O)C>[CH:15]([C:6]1[C:5]2[CH:18]=[CH:19][C:2]([C:24]3[CH:23]=[N:22][N:21]([CH3:20])[CH:25]=3)=[CH:3][C:4]=2[C:13]2[C:12](=[O:14])[NH:11][CH:10]=[CH:9][C:8]=2[N:7]=1)([CH3:17])[CH3:16] |f:2.3.4,5.6.7.8.9|. Procedure details: 9-bromo-6-isopropylbenzo[c]-1,6-naphthyridin-1(2H)-one (50 mg, 0.16 mmol), 1-methyl-4-(4,4,5,5-tetramethyl-1,3,2-dioxaborolan-2-yl)-1H-pyrazole (66 mg, 0.32 mmol), PdCl2(dppf)-CH2Cl2 adduct (26 mg, 0.032 mmol), DMF (1.7 ml), and 2 M aqueous sodium carbonate (0.16 ml, 0.32 mmol) were combined in a microwave vial and sparged with argon for 5 minutes. The reaction mixture was heated in a microwave reactor at 100° C. for 30 min. The reaction mixture was diluted with MeOH and purified directly by pre... Starting materials: N[C@@H](CC1=CC=CC=C1)C(=O)O (L-Phe), S(O)(O)(=O)=O (sulfuric acid), N[C@@H](CC1=CC=CC=C1)C(=O)O (L-Phe), N[C@H](CC1=CC=CC=C1)C(=O)O (D-Phe), N[C@H](CC1=CC=CC=C1)C(=O)O (D-Phe). Run in CO (methanol). Yields the product COC([C@@H](N)CC1=CC=CC=C1)=O (L-phenylalanine methyl ester). The yield is 12.6%. RXN SMILES: S(=O)(=O)(O)O.[NH2:6][C@H:7]([C:15]([OH:17])=[O:16])[CH2:8][C:9]1[CH:14]=[CH:13][CH:12]=[CH:11][CH:10]=1.N[C@@H:19](C(O)=O)CC1C=CC=CC=1>CO>[CH3:19][O:16][C:15](=[O:17])[C@H:7]([CH2:8][C:9]1[CH:14]=[CH:13][CH:12]=[CH:11][CH:10]=1)[NH2:6]. Reported procedure: 5.8 ml of 95% sulfuric acid was added to 33 ml of methanol and heat-refluxed. Subsequently, methanol was removed under reduced pressure and water was added to provide 15 ml of CH3SO4H solution. 2.7 g L-Phe and 0.3 g (D-Phe/L-Phe=11.1%) D-Phe were added thereto and dissolved by heat, following which was then cooled with ice. The separated crystals were isolated by suction filtration and washed with a small amount of cold water. Yield, 3.73 g. The results of HPLC analysis using an optically active... Reactants: CC(C)(C)OC(=O)NC(Cc1c[nH]c2ccccc12)C(=O)O, Cc1ccc(S(=O)(=O)OCCF)cc1. As a reaction SMILES: [C:1]([CH3:2])([CH3:3])([CH3:4])[O:5][C:6](=[O:7])[NH:8][CH:9]([CH2:10][c:11]1[cH:12][nH:13][c:14]2[cH:15][cH:16][cH:17][cH:18][c:19]12)[C:20](=[O:21])[OH:22].[CH3:23][c:24]1[cH:25][cH:26][c:27]([S:28]([O:29][CH2:34][CH2:35][F:36])(=[O:30])=[O:31])[cH:32][cH:33]1>>[C:1]([CH3:2])([CH3:3])([CH3:4])[O:5][C:6](=[O:7])[NH:8][CH:9]([CH2:10][c:11]1[cH:12][n:13]([CH2:34][CH2:35][F:36])[c:14]2[cH:15][cH:16][cH:17][cH:18][c:19]12)[C:20](=[O:21])[OH:22]. Yields the product CC(C)(C)OC(=O)NC(Cc1cn(CCF)c2ccccc12)C(=O)O.